This data is from the Open Reaction Database (ORD), a public repository of structured organic reaction records. The task is: describe an organic reaction: reactants, conditions, products, and yield Reactants: CC(C)(C)OC(N[C@@H]1CC(CC1)=O)=O ((S)-(3-oxocyclopentyl)carbamic acid 1,1-dimethylethyl ester), solution, CC(C(C)C)[BH-](C(C(C)C)C)C(C(C)C)C.[Li+] (lithium tris(1,2-dimethylpropyl)borohydride), 2h. Solvent: O1CCCC1 (tetrahydrofuran), O (Water), O1CCCC1 (tetrahydrofuran), O1CCCC1 (tetrahydrofuran), O (water), C(C)(=O)OCC (ethyl acetate). Conditions: temperature -78 celsius. Product: CC(C)(C)OC(N[C@@H]1C[C@@H](CC1)O)=O ((1S-cis)-(3-hydroxycyclopentyl)carbamic acid 1,1-dimethylethyl ester). The yield is 47.9%. Reaction SMILES: CC([BH-](C(C)C(C)C)C(C)C(C)C)C(C)C.[Li+].[CH3:18][C:19]([O:22][C:23](=[O:31])[NH:24][C@H:25]1[CH2:29][CH2:28][C:27](=[O:30])[CH2:26]1)([CH3:21])[CH3:20]>O1CCCC1.O.C(OCC)(=O)C>[CH3:21][C:19]([O:22][C:23](=[O:31])[NH:24][C@H:25]1[CH2:29][CH2:28][C@@H:27]([OH:30])[CH2:26]1)([CH3:18])[CH3:20] |f:0.1|. Reported procedure: A 1M solution of lithium tris(1,2-dimethylpropyl)borohydride in tetrahydrofuran (1.99 ml) was diluted with tetrahydrofuran (3 ml), cooled to -78° C. and treated dropwise with a solution of (S)-(3-oxocyclopentyl)carbamic acid 1,1-dimethylethyl ester (0.38 g,1.66 mmol) in dry tetrahydrofuran (2 ml) at 0° C. The reaction was stirred for 2h at -78° C. then allowed to warm to room temperature over 1h. Water (2 ml) was added dropwise then the mixture was diluted with water (20 ml) and ethyl acetate (3...